Dataset: the Open Reaction Database (ORD), a public repository of structured organic reaction records. Task: describe an organic reaction: reactants, conditions, products, and yield Reactants: FC1=C(C(=O)NC2=C(C3=C(C(OC3(C)C)(C)C)S2)C(=O)O)C(=CC=C1)C(F)(F)F (2-{[2-fluoro-6-(trifluoromethyl)benzoyl]amino}-4,4,6,6-tetramethyl-4,6-dihydrothieno[2,3-c]furan-3-carboxylic acid), OCCN (2-hydroxyethylamine). The product is FC1=C(C(=O)NC2=C(C3=C(C(OC3(C)C)(C)C)S2)C(=O)NCCO)C(=CC=C1)C(F)(F)F (2-{[2-fluoro-6-(trifluoromethyl)benzoyl]amino}-N-(2-hydroxyethyl)-4,4,6,6-tetramethyl-4,6-dihydrothieno[2,3-c]furan-3-carboxamide). As a reaction SMILES: [F:1][C:2]1[CH:25]=[CH:24][CH:23]=[C:22]([C:26]([F:29])([F:28])[F:27])[C:3]=1[C:4]([NH:6][C:7]1[S:18][C:10]2[C:11]([CH3:17])([CH3:16])[O:12][C:13]([CH3:15])([CH3:14])[C:9]=2[C:8]=1[C:19]([OH:21])=O)=[O:5].[OH:30][CH2:31][CH2:32][NH2:33]>>[F:1][C:2]1[CH:25]=[CH:24][CH:23]=[C:22]([C:26]([F:27])([F:28])[F:29])[C:3]=1[C:4]([NH:6][C:7]1[S:18][C:10]2[C:11]([CH3:16])([CH3:17])[O:12][C:13]([CH3:14])([CH3:15])[C:9]=2[C:8]=1[C:19]([NH:33][CH2:32][CH2:31][OH:30])=[O:21])=[O:5]. Reported procedure: The title compound was prepared from the product of Example 45A and commercially available 2-hydroxyethylamine using the procedure described for Example 2B. 1H NMR (DMSO-d6, 300 MHz) δ 1.45 (s, 6H), 1.48 (s, 6H), 3.24 (q, J=6.2 Hz, 2H), 3.43 (q, J=5.6 Hz, 2H), 4.65 (t, J=5.6 Hz, 1H), 7.68-7.81 (m, 3H), 7.89 (t, J=5.6 Hz, 1H), 11.58 (br s, 1H). MS (ESI+) m/z 475 (M+H)+. Starting materials: C(C)(C)(C)OC(CN1C(NC2=C1C=CC=C2)=O)=O ((2-Oxo-2,3-dihydro-benzoimidazol-1-yl)-acetic acid tert-butyl Ester), CC(C)(C)N=P(N1CCCC1)(N2CCCC2)N3CCCC3 (BTPP), ClCC1=NC2=C(N1CCC(C)C)C=CC(=C2)C#N (2-chloromethyl-1-(3-methyl-butyl)-1H-benzoimidazole-5-carbonitrile). The solvent is C(Cl)Cl (CH2Cl2), CCOCC (ether). Conditions: time 25 minute. Product: C(C)(C)(C)OC(CN1C(N(C2=C1C=CC=C2)CC2=NC1=C(N2CCC(C)C)C=CC(=C1)C#N)=O)=O ({3-[5-Cyano-1-(3-methyl-butyl)-1H-benzoimidazol-2-ylmethyl]-2-oxo-2,3-dihydro-benzoimidazol-1-yl}-acetic acid tert-butyl ester). The yield is 209.8%. Reaction SMILES: [C:1]([O:5][C:6](=[O:18])[CH2:7][N:8]1[C:12]2[CH:13]=[CH:14][CH:15]=[CH:16][C:11]=2[NH:10][C:9]1=[O:17])([CH3:4])([CH3:3])[CH3:2].CC(N=P(N1CCCC1)(N1CCCC1)N1CCCC1)(C)C.Cl[CH2:41][C:42]1[N:46]([CH2:47][CH2:48][CH:49]([CH3:51])[CH3:50])[C:45]2[CH:52]=[CH:53][C:54]([C:56]#[N:57])=[CH:55][C:44]=2[N:43]=1>C(Cl)Cl.CCOCC>[C:1]([O:5][C:6](=[O:18])[CH2:7][N:8]1[C:12]2[CH:13]=[CH:14][CH:15]=[CH:16][C:11]=2[N:10]([CH2:41][C:42]2[N:46]([CH2:47][CH2:48][CH:49]([CH3:51])[CH3:50])[C:45]3[CH:52]=[CH:53][C:54]([C:56]#[N:57])=[CH:55][C:44]=3[N:43]=2)[C:9]1=[O:17])([CH3:4])([CH3:2])[CH3:3]. Procedure: (2-Oxo-2,3-dihydro-benzoimidazol-1-yl)-acetic acid tert-butyl Ester (399 mg, 1.61 mmol) in CH2Cl2 (15 ml) was trreated with BTPP and then treated with 2-chloromethyl-1-(3-methyl-butyl)-1H-benzoimidazole-5-carbonitrile (400 mg, 1.53 mmol). The reaction was stirred for 25 min then the mixture was diluted with ether and washed with water. The organic layer was dried over MgSO4, concentrated and the residue purified by column chromatography with gradient elution using first 1:1 EtOAc in hexanes then... Reactants: N1=CC(=CC=2CCCNC12)C=1C=C(C=NC1)C(C)(C)O (2-[5-(5,6,7,8-Tetrahydro-[1,8]naphthyridin-3-yl)-pyridin-3-yl]-propan-2-ol), C(C1=CC=CC=C1)(=O)N=C=O (benzoyl isocyanate), C(=O)([O-])[O-].[K+].[K+] (K2CO3). Solvent: C(Cl)Cl (DCM). Run at temperature 50 celsius. The product is OC(C)(C)C=1C=C(C=NC1)C=1C=C2CCCN(C2=NC1)C(=O)N (6-[5-(1-Hydroxy-1-methyl-ethyl)-pyridin-3-yl]-3,4-dihydro-2H-[1,8]naphthyridine-1-carboxylic acid amide). Isolated yield 32.0%. As a reaction SMILES: [N:1]1[C:10]2[NH:9][CH2:8][CH2:7][CH2:6][C:5]=2[CH:4]=[C:3]([C:11]2[CH:12]=[C:13]([C:17]([OH:20])([CH3:19])[CH3:18])[CH:14]=[N:15][CH:16]=2)[CH:2]=1.[C:21]([N:29]=C=O)(=[O:28])C1C=CC=CC=1.C([O-])([O-])=O.[K+].[K+]>C(Cl)Cl>[OH:20][C:17]([C:13]1[CH:12]=[C:11]([C:3]2[CH:4]=[C:5]3[C:10](=[N:1][CH:2]=2)[N:9]([C:21]([NH2:29])=[O:28])[CH2:8][CH2:7][CH2:6]3)[CH:16]=[N:15][CH:14]=1)([CH3:18])[CH3:19] |f:2.3.4|. Procedure: 2-[5-(5,6,7,8-Tetrahydro-[1,8]naphthyridin-3-yl)-pyridin-3-yl]-propan-2-ol (33 mg, 0.12 mmol) and benzoyl isocyanate (40 mg, 0.25 mmol) are mixed in 1.0 mL of DCM and the mixture is heated at 50° C. for 16 hrs. Then the solvent is removed and the residue is dissolved in 1.0 mL of EtOH. K2CO3 (29 mg, 0.21 mmol) is added and the mixture is heated at 80° C. for 2 hrs, cooled down to room temperature for 16 hrs and heated at 80° C. again for another 3 hrs. Then the solvent is removed and the residue...